From a dataset of the Open Reaction Database (ORD), a public repository of structured organic reaction records. describe an organic reaction: reactants, conditions, products, and yield Starting materials: [H-].[H-].[H-].[H-].[Li+].[Al+3] (LAH), C(C1=CC=CC=C1)O[C@@]1(CC[C@@]2([C@H](CCCC=3C2=CC=2C=NN(C2C3)C3=CC=C(C=C3)F)C1)C#N)C(F)(F)F ((3R,4aR,12bS)-3-(benzyloxy)-9-(4-fluorophenyl)-3-(trifluoromethyl)-1,2,3,4,4a,5,6,7,9,12b-decahydrobenzo[6,7]cyclohepta[1,2-f]indazole-12b-carbonitrile). The solvent is CCOCC (ether), C1CCOC1 (THF), C1CCOC1 (THF). Reaction conditions: temperature 0 celsius. Yields the product C(C1=CC=CC=C1)O[C@@]1(CC[C@@]2([C@H](CCCC=3C2=CC=2C=NN(C2C3)C3=CC=C(C=C3)F)C1)CN)C(F)(F)F (((3R,4aR,12bS)-3-(benzyloxy)-9-(4-fluorophenyl)-3-(trifluoromethyl)-1,2,3,4,4a,5,6,7,9,12b-decahydrobenzo[6,7]cyclohepta[1,2-f]indazol-12b-yl)methanamine). As a reaction SMILES: [H-].[H-].[H-].[H-].[Li+].[Al+3].[CH2:7]([O:14][C@@:15]1([C:42]([F:45])([F:44])[F:43])[CH2:39][C@H:19]2[CH2:20][CH2:21][CH2:22][C:23]3[C:24](=[CH:25][C:26]4[CH:27]=[N:28][N:29]([C:32]5[CH:37]=[CH:36][C:35]([F:38])=[CH:34][CH:33]=5)[C:30]=4[CH:31]=3)[C@:18]2([C:40]#[N:41])[CH2:17][CH2:16]1)[C:8]1[CH:13]=[CH:12][CH:11]=[CH:10][CH:9]=1>CCOCC.C1COCC1>[CH2:7]([O:14][C@@:15]1([C:42]([F:44])([F:45])[F:43])[CH2:39][C@H:19]2[CH2:20][CH2:21][CH2:22][C:23]3[C:24](=[CH:25][C:26]4[CH:27]=[N:28][N:29]([C:32]5[CH:33]=[CH:34][C:35]([F:38])=[CH:36][CH:37]=5)[C:30]=4[CH:31]=3)[C@:18]2([CH2:40][NH2:41])[CH2:17][CH2:16]1)[C:8]1[CH:13]=[CH:12][CH:11]=[CH:10][CH:9]=1 |f:0.1.2.3.4.5|. Procedure: A suspension of LAH (38.0 mg, 1.00 mmol) in ether (1 mL) was stirred under nitrogen and cooled to 0° C. A solution of (3R,4aR,12bS)-3-(benzyloxy)-9-(4-fluorophenyl)-3-(trifluoromethyl)-1,2,3,4,4a,5,6,7,9,12b-decahydrobenzo[6,7]cyclohepta[1,2-f]indazole-12b-carbonitrile (33, R1=4-Fluorophenyl, R3=Trifluoromethyl, Rx=Benzyl) (89 mg, 0.167 mmol) in THF (3 mL) was added maintaining reaction temperature under 5° C. and the mixture was allowed to stir at rt for about 54 h. The reaction was diluted wit... Reactants: ClC1=C(C=C(C=C1)OC(F)(F)F)CO ((2-chloro-5-trifluoromethoxy-phenyl)-methanol), BrBr (bromine). Reagents/catalysts: S(=O)(=O)([O-])[O-].[Ag+2] (silver sulfate). Solvent: S(O)(O)(=O)=O (sulfuric acid), O (water). Run at time 1 hour. Yields the product BrC1=CC(=C(C=C1OC(F)(F)F)CO)Cl ((4-Bromo-2-chloro-5-trifluoromethoxy-phenyl)-methanol). The yield is 27.3%. Reaction SMILES: [Cl:1][C:2]1[CH:7]=[CH:6][C:5]([O:8][C:9]([F:12])([F:11])[F:10])=[CH:4][C:3]=1[CH2:13][OH:14].[Br:15]Br>S(=O)(=O)(O)O.O.S([O-])([O-])(=O)=O.[Ag+2]>[Br:15][C:6]1[C:5]([O:8][C:9]([F:11])([F:12])[F:10])=[CH:4][C:3]([CH2:13][OH:14])=[C:2]([Cl:1])[CH:7]=1 |f:4.5|. Procedure: To a solution of (2-chloro-5-trifluoromethoxy-phenyl)-methanol (16.3 g, 71.94 mmol) in sulfuric acid (200 mL) and water (60 mL) was added bromine (12.65 g, 79.13 mmol), followed by silver sulfate (12.34 g, 39.57 mmol). The reaction mixture was stirred at RT for 1 h, poured onto ice, and then extracted with EtOAc (3×100 mL). The organic layers were combined, dried over Na2SO4 and concentrated to afford crude product, which was purified by flash chromatography (0-10% EtOAc in petroleum ether) to g...